Task: describe an organic reaction: reactants, conditions, products, and yield. Dataset: the Open Reaction Database (ORD), a public repository of structured organic reaction records Reactants: O=C(O)C(O)C(O)C(=O)O, CO, CC(C)=O, O=C(NC1CN2CCC1CC2)c1cccc(Cl)c1, [Na+], [OH-], O. The product is NC1CN2CCC1CC2. RXN SMILES: [C:19]([OH:20])(=[O:21])[CH:22]([CH:23]([C:24]([OH:25])=[O:26])[OH:27])[OH:28].[CH3:31][OH:32].[CH3:34][C:35](=[O:36])[CH3:37].[N:1]12[CH2:2][CH:3]([NH:9][C:10](=[O:11])[c:12]3[cH:13][cH:14][cH:15][c:16]([Cl:17])[cH:18]3)[CH:4]([CH2:5][CH2:6]1)[CH2:7][CH2:8]2.[Na+:30].[OH-:29].[OH2:33]>>[N:1]12[CH2:2][CH:3]([NH2:9])[CH:4]([CH2:5][CH2:6]1)[CH2:7][CH2:8]2. The reactants are O (Water), CC(C)([O-])C.[K+] (Potassium tert-butoxide), ClC=1C=C2C(C(NC2=CC1)=O)(N1CCN(CC1)C1=CC=NC=C1)C1=C(C=C(C=C1)OC)OC (5-chloro-3-(2,4-dimethoxyphenyl)-3-(4-pyridin-4-ylpiperazin-1-yl)-1,3-dihydroindol-2-one), N1=CC=CC2=CC=CC(=C12)S(=O)(=O)Cl (8-quinolinesulfonyl chloride). Solvent: CN(C=O)C (dimethylformamide). Conditions: temperature 0 celsius, time 1 hour. Product: ClC=1C=C2C(C(N(C2=CC1)S(=O)(=O)C=1C=CC=C2C=CC=NC12)=O)(N1CCN(CC1)C1=CC=NC=C1)C1=C(C=C(C=C1)OC)OC (5-Chloro-3-(2,4-dimethoxyphenyl)-3-(4-pyridin-4-ylpiperazin-1-yl)-1-(quinoline-8-sulfonyl)-1,3-dihydroindol-2-one). Yield: 39.5%. Reaction SMILES: CC(C)([O-])C.[K+].[Cl:7][C:8]1[CH:9]=[C:10]2[C:14](=[CH:15][CH:16]=1)[NH:13][C:12](=[O:17])[C:11]2([C:30]1[CH:35]=[CH:34][C:33]([O:36][CH3:37])=[CH:32][C:31]=1[O:38][CH3:39])[N:18]1[CH2:23][CH2:22][N:21]([C:24]2[CH:29]=[CH:28][N:27]=[CH:26][CH:25]=2)[CH2:20][CH2:19]1.[N:40]1[C:49]2[C:44](=[CH:45][CH:46]=[CH:47][C:48]=2[S:50](Cl)(=[O:52])=[O:51])[CH:43]=[CH:42][CH:41]=1.O>CN(C)C=O>[Cl:7][C:8]1[CH:9]=[C:10]2[C:14](=[CH:15][CH:16]=1)[N:13]([S:50]([C:48]1[CH:47]=[CH:46][CH:45]=[C:44]3[C:49]=1[N:40]=[CH:41][CH:42]=[CH:43]3)(=[O:51])=[O:52])[C:12](=[O:17])[C:11]2([C:30]1[CH:35]=[CH:34][C:33]([O:36][CH3:37])=[CH:32][C:31]=1[O:38][CH3:39])[N:18]1[CH2:19][CH2:20][N:21]([C:24]2[CH:29]=[CH:28][N:27]=[CH:26][CH:25]=2)[CH2:22][CH2:23]1 |f:0.1|. Procedure details: Potassium tert-butoxide (26.6 mg, 0.24 mmol) was added to a solution of 5-chloro-3-(2,4-dimethoxyphenyl)-3-(4-pyridin-4-ylpiperazin-1-yl)-1,3-dihydroindol-2-one (0.10 g, 0.22 mmol) in dimethylformamide (4 mL) at 0° C., and the mixture was stirred at 0° C. for 1 hour. Then 8-quinolinesulfonyl chloride (53.9 mg, 0.24 mmol) was added to the reaction solution while cooling in ice, and the mixture was stirred at room temperature for 12 hours. Water was cautiously added to the mixture, which was extra... The reactants are CC1NC(=O)OC1c1ccccc1, COc1ccccc1CC(=O)O, CCCCCC, CCOC(C)=O, [Cl-], [H-], [Li]CCCC, [NH4+], [Na+], C1CCOC1. Product: COc1ccccc1CC(=O)N1C(=O)OC(c2ccccc2)C1C. RXN SMILES: [CH3:20][CH:21]1[NH:22][C:23](=[O:32])[O:24][CH:25]1[c:26]1[cH:27][cH:28][cH:29][cH:30][cH:31]1.[CH3:3][O:4][c:5]1[c:6]([CH2:11][C:12](=[O:13])[OH:14])[cH:7][cH:8][cH:9][cH:10]1.[CH3:40][CH2:41][CH2:42][CH2:43][CH2:44][CH3:45].[CH3:46][CH2:47][O:48][C:49](=[O:50])[CH3:51].[Cl-:33].[H-:1].[Li:15][CH2:16][CH2:17][CH2:18][CH3:19].[NH4+:34].[Na+:2].[O:35]1[CH2:36][CH2:37][CH2:38][CH2:39]1>>[CH3:3][O:4][c:5]1[c:6]([CH2:11][C:12](=[O:14])[N:22]2[CH:21]([CH3:20])[CH:25]([c:26]3[cH:27][cH:28][cH:29][cH:30][cH:31]3)[O:24][C:23]2=[O:32])[cH:7][cH:8][cH:9][cH:10]1. The reactants are C(#N)C=1C=C(C(=O)NC2=CC(=C(C=C2)C)N2C=C(N3N=C(C=C32)C=3C=NN(C3)CC3=CC=C(C=C3)OC)C)C=C(C1)S(F)(F)(F)(F)F (3-Cyano-N-(3-{6-[1-(4-methoxybenzyl)-1H-pyrazol-4-yl]-3-methyl-1H-imidazo[1,2-b]pyrazol-1-yl}-4-methylphenyl)-5-(pentafluoro-λ6-sulphanyl)benzamide). The solvent is FC(C(=O)O)(F)F (trifluoroacetic acid). Product: C(#N)C=1C=C(C(=O)NC2=CC(=C(C=C2)C)N2C=C(N3N=C(C=C32)C=3C=NNC3)C)C=C(C1)S(F)(F)(F)(F)F (3-Cyano-N-{4-methyl-3-[3-methyl-6-(1H-pyrazol-4-yl)-1H-imidazo[1,2-b]pyrazol-1-yl]phenyl}-5-(pentafluoro-λ6-sulphanyl)benzamide). Reaction SMILES: [C:1]([C:3]1[CH:4]=[C:5]([CH:39]=[C:40]([S:42]([F:47])([F:46])([F:45])([F:44])[F:43])[CH:41]=1)[C:6]([NH:8][C:9]1[CH:14]=[CH:13][C:12]([CH3:15])=[C:11]([N:16]2[C:23]3[N:19]([N:20]=[C:21]([C:24]4[CH:25]=[N:26][N:27](CC5C=CC(OC)=CC=5)[CH:28]=4)[CH:22]=3)[C:18]([CH3:38])=[CH:17]2)[CH:10]=1)=[O:7])#[N:2]>FC(F)(F)C(O)=O>[C:1]([C:3]1[CH:4]=[C:5]([CH:39]=[C:40]([S:42]([F:46])([F:44])([F:47])([F:43])[F:45])[CH:41]=1)[C:6]([NH:8][C:9]1[CH:14]=[CH:13][C:12]([CH3:15])=[C:11]([N:16]2[C:23]3[N:19]([N:20]=[C:21]([C:24]4[CH:28]=[N:27][NH:26][CH:25]=4)[CH:22]=3)[C:18]([CH3:38])=[CH:17]2)[CH:10]=1)=[O:7])#[N:2]. Reported procedure: At 90° C., 115 mg (0.23 mmol) of the compound of Example 56A were stirred in 1.5 ml of trifluoroacetic acid for 60 min. The reaction was then concentrated under reduced pressure and the residue was purified by preparative HPLC (Method 21). The product fractions were combined, concentrated almost completely under reduced pressure and made alkaline with a little saturated aqueous sodium bicarbonate solution. The resulting precipitate was filtered off, washed with water and dried under high vacuum.... Starting materials: BrC=1N(C2=CC(=CC=C2C1C1CCCCC1)C(=O)OC)CCC(=O)OC (methyl 2-bromo-3-cyclohexyl-1-(3-methoxy-3-oxopropyl)-1H-indole-6-carboxylate), C(=O)([O-])[O-].[Na+].[Na+] (Na2CO3), C(=O)C1=C(C=CC=C1)B(O)O ((2-formylphenyl)boronic acid). The reagents and catalysts are Cl[Pd]([P](C1=CC=CC=C1)(C2=CC=CC=C2)C3=CC=CC=C3)([P](C4=CC=CC=C4)(C5=CC=CC=C5)C6=CC=CC=C6)Cl (bis(triphenylphosphine)-palladium(II) dichloride). Run in O1CCOCC1 (dioxane). Product: C1(CCCCC1)C1=C(N(C2=CC(=CC=C12)C(=O)OC)CCC(=O)OC)C1=C(C=CC=C1)C=O (methyl 3-cyclohexyl-2-(2-formylphenyl)-1-(3-methoxy-3-oxopropyl)-1H-indole-6-carboxylate). Isolated yield 40.0%. RXN SMILES: Br[C:2]1[N:3]([CH2:21][CH2:22][C:23]([O:25][CH3:26])=[O:24])[C:4]2[C:9]([C:10]=1[CH:11]1[CH2:16][CH2:15][CH2:14][CH2:13][CH2:12]1)=[CH:8][CH:7]=[C:6]([C:17]([O:19][CH3:20])=[O:18])[CH:5]=2.C([O-])([O-])=O.[Na+].[Na+].[CH:33]([C:35]1[CH:40]=[CH:39][CH:38]=[CH:37][C:36]=1B(O)O)=[O:34]>O1CCOCC1.Cl[Pd](Cl)([P](C1C=CC=CC=1)(C1C=CC=CC=1)C1C=CC=CC=1)[P](C1C=CC=CC=1)(C1C=CC=CC=1)C1C=CC=CC=1>[CH:11]1([C:10]2[C:9]3[C:4](=[CH:5][C:6]([C:17]([O:19][CH3:20])=[O:18])=[CH:7][CH:8]=3)[N:3]([CH2:21][CH2:22][C:23]([O:25][CH3:26])=[O:24])[C:2]=2[C:36]2[CH:37]=[CH:38][CH:39]=[CH:40][C:35]=2[CH:33]=[O:34])[CH2:16][CH2:15][CH2:14][CH2:13][CH2:12]1 |f:1.2.3,^1:52,71|. Procedure: To a solution of methyl 2-bromo-3-cyclohexyl-1-(3-methoxy-3-oxopropyl)-1H-indole-6-carboxylate in dioxane (0.15 M) were added Na2CO3 (6 eq, 2 M aqueous solution), 1.6 eq of (2-formylphenyl)boronic acid and 0.2 eq of bis(triphenylphosphine)-palladium(II) dichloride. The mixture was heated at reflux for 1 h. The reaction mixture was filtered and the filtrate diluted with EtOAc. The organic phase was washed with brine and dried (Na2SO4) before being filtered and concentrated in vacuo. The crude was...